This data is from the Open Reaction Database (ORD), a public repository of structured organic reaction records. The task is: describe an organic reaction: reactants, conditions, products, and yield Starting materials: O1CCOC12CCC(CC2)CO (1,4-Dioxaspiro[4.5]decane-8-methanol), CI (MeI), [H-].[Na+] (NaH). Run in O1CCCC1 (tetrahydrofuran). The product is COCC1CCC2(OCCO2)CC1 (8-Methoxymethyl-1,4-dioxa-spiro[4.5]decane). Isolated yield 780.0%. RXN SMILES: [O:1]1[C:5]2([CH2:10][CH2:9][CH:8]([CH2:11][OH:12])[CH2:7][CH2:6]2)[O:4][CH2:3][CH2:2]1.[CH3:13]I.[H-].[Na+]>O1CCCC1>[CH3:13][O:12][CH2:11][CH:8]1[CH2:9][CH2:10][C:5]2([O:4][CH2:3][CH2:2][O:1]2)[CH2:6][CH2:7]1 |f:2.3|. Procedure: 1,4-Dioxaspiro[4.5]decane-8-methanol (2 g, 1 mmol) (commercial available or prepared as in Bioorganic & Medicinal Chemistry, 13(23), 6309-6323; 2005) is methylated using MeI (1.81 mL, 29 mmol) and NaH (0.813 g, 20 mmol) in tetrahydrofuran to obtain after 2 hours of stirring at room temperature 1.4 g (7.8 mmol) of the desired compound. MS (m/e): 187.3 (M+H+). Starting materials: CC(C)Br, CS(C)=O, COC(=O)c1ncc2cccnc2c1O, [Cl-], [K+], [K+], [NH4+], O=C([O-])[O-]. Yields the product COC(=O)c1ncc2cccnc2c1OC(C)C. Reaction SMILES: [Br:1][CH:2]([CH3:3])[CH3:4].[CH3:28][S:29]([CH3:30])=[O:31].[CH3:5][O:6][C:7](=[O:8])[c:9]1[n:10][cH:11][c:12]2[cH:13][cH:14][cH:15][n:16][c:17]2[c:18]1[OH:19].[Cl-:26].[K+:20].[K+:21].[NH4+:27].[O-:22][C:23]([O-:24])=[O:25]>>[CH:2]([CH3:3])([CH3:4])[O:19][c:18]1[c:9]([C:7]([O:6][CH3:5])=[O:8])[n:10][cH:11][c:12]2[cH:13][cH:14][cH:15][n:16][c:17]21. Reactants: O1CCOCC1 (1,4-dioxane), C[Si](OC1=NC2=CC=CC=C2C(=N1)O[Si](C)(C)C)(C)C (2,4-di(trimethylsiloxy)quinazoline), substituted alkyl 3-(halomethyl)benzoate, CO (methanol), BrCC=1C=CC(=C(C(=O)OC)C1)F (methyl 5-(bromomethyl)-2-fluorobenzoate). The solvent is CN(C)C=O (DMF). The product is FC1=C(C=C(CN2C(NC(C3=CC=CC=C23)=O)=O)C=C1)C(=O)OC (1-(4-fluoro-3-methoxycarbonylbenzyl)quinazoline-2,4(1H,3H)-dione). RXN SMILES: C[Si](C)(C)[O:3][C:4]1[N:13]=[C:12]([O:14][Si](C)(C)C)[C:11]2[C:6](=[CH:7][CH:8]=[CH:9][CH:10]=2)[N:5]=1.Br[CH2:22][C:23]1[CH:24]=[CH:25][C:26]([F:33])=[C:27]([CH:32]=1)[C:28]([O:30][CH3:31])=[O:29].O1CCOCC1.CO>CN(C=O)C>[F:33][C:26]1[CH:25]=[CH:24][C:23]([CH2:22][N:5]2[C:6]3[C:11](=[CH:10][CH:9]=[CH:8][CH:7]=3)[C:12](=[O:14])[NH:13][C:4]2=[O:3])=[CH:32][C:27]=1[C:28]([O:30][CH3:31])=[O:29]. Procedure: Compounds of this invention can be prepared as illustrated by the exemplary reaction in Scheme 2. Reaction of the intermediate 2,4-di(trimethylsiloxy)quinazoline with a substituted alkyl 3-(halomethyl)benzoate, such as methyl 5-(bromomethyl)-2-fluorobenzoate in DMF, followed by treatment with 1,4-dioxane and methanol, produced 1-(4-fluoro-3-methoxycarbonylbenzyl)quinazoline-2,4(1H,3H)-dione. Treatment of the ester with NaOH in water-methanol produced 1-(3-carboxy-4-fluorobenzyl)quinazoline-2,4(1... Starting materials: COc1ccc(CC(=O)O)cc1, CNc1ccc(OC)cc1. Reagents/catalysts: C1CCN(C1)[P+](N2CCCC2)(N3CCCC3)ON4C5=CC=CC=C5N=N4.F[P-](F)(F)(F)(F)F (PyBOP), CCN(C(C)C)C(C)C (DIPEA), C1=CC=C2C(=C1)N=NN2O (HOBt). The solvent is CN(C)C=O (DMF), CN(C)C=O (DMF), CN(C)C=O (DMF), CN(C)C=O (DMF), CN(C)C=O (DMF), CN(C)C=O (DMF). Conditions: temperature 25 celsius, time 2 hour. Product: COc1ccc(CC(=O)N(C)c2ccc(OC)cc2)cc1. Yield: 45.7%. RXN SMILES: CNc1ccc(OC)cc1.COc1ccc(CC(=O)O)cc1.C1CCN(C1)[P+](N2CCCC2)(N3CCCC3)ON4C5=CC=CC=C5N=N4.F[P-](F)(F)(F)(F)F.C1=CC=C2C(=C1)N=NN2O.CCN(C(C)C)C(C)C.CN(C)C=O>>COc1ccc(CC(=O)N(C)c2ccc(OC)cc2)cc1. Conditions: time 4 hour. Procedure details: In a 1-liter egg plant-type flask, methyl iodide (6.67 mL, 105 mmol) was added to a DMF (200 mL) solution of methyl 4-bromo-3-hydroxy-5-{[(trifluoromethyl)sulfonyl]oxy}benzoate (19.9 g) and potassium carbonate (14.5 g, 105 mmol), and stirred at room temperature for 4 hours. The reaction solution was diluted with ethyl acetate, washed with water and saturated saline water, dried with sodium sulfate, filtered, and concentrated to obtain a crude product. This was purified through silica gel column ... The product is BrC1=C(C=C(C(=O)OC)C=C1OS(=O)(=O)C(F)(F)F)OC (Methyl 4-bromo-3-methoxy-5-{[(trifluoromethyl)sulfonyl]oxy}benzoate). RXN SMILES: CI.CN([CH:6]=[O:7])C.[Br:8][C:9]1[C:18]([O:19][S:20]([C:23]([F:26])([F:25])[F:24])(=[O:22])=[O:21])=[CH:17][C:12]([C:13]([O:15][CH3:16])=[O:14])=[CH:11][C:10]=1O.C(=O)([O-])[O-].[K+].[K+]>C(OCC)(=O)C>[Br:8][C:9]1[C:18]([O:19][S:20]([C:23]([F:26])([F:24])[F:25])(=[O:21])=[O:22])=[CH:17][C:12]([C:13]([O:15][CH3:16])=[O:14])=[CH:11][C:10]=1[O:7][CH3:6] |f:3.4.5|. Reactants: CI (methyl iodide), CN(C)C=O (DMF), BrC1=C(C=C(C(=O)OC)C=C1OS(=O)(=O)C(F)(F)F)O (methyl 4-bromo-3-hydroxy-5-{[(trifluoromethyl)sulfonyl]oxy}benzoate), C([O-])([O-])=O.[K+].[K+] (potassium carbonate). The solvent is C(C)(=O)OCC (ethyl acetate). The product is C(=O)(C(F)(F)F)O (TFA), N[C@@H]1[C@@H](CCCC1)NC=1N=C(C2=C(N1)CNC2=O)C=2C=NN(C2)C (2-((1R,2S)-2-Aminocyclohexylamino)-4-(1-methyl-1H-pyrazol-4-yl)-6,7-dihydro-5H-pyrrolo[3,4-d]pyrimidin-5-one). Reported procedure: tert-Butyl (1S,2R)-2-(6-(2,4-dimethoxybenzyl)-4-(1-methyl-1H-pyrazol-4-yl)-5-oxo-6,7-dihydro-5H-pyrrolo[3,4-d]pyrimidin-2-ylamino)cyclohexylcarbamate (0.0625 g, 0.108 mmol) was dissolved in TFA (2 mL) and heated at 70° C. for 1 h. The solvent was removed under reduced pressure and the resulting residue was dispersed in DMSO/MeOH (1/1) solution. A pale purple precipitate was formed and was separated by filtration. The filtrate, which contained the product, was purified via reverse phase preparati... RXN SMILES: COC1C=C(OC)C=CC=1C[N:6]1[C:14](=[O:15])[C:13]2[C:12]([C:16]3[CH:17]=[N:18][N:19]([CH3:21])[CH:20]=3)=[N:11][C:10]([NH:22][C@@H:23]3[CH2:28][CH2:27][CH2:26][CH2:25][C@@H:24]3[NH:29]C(=O)OC(C)(C)C)=[N:9][C:8]=2[CH2:7]1.[C:43]([OH:49])([C:45]([F:48])([F:47])[F:46])=[O:44]>>[C:43]([OH:49])([C:45]([F:48])([F:47])[F:46])=[O:44].[NH2:29][C@H:24]1[CH2:25][CH2:26][CH2:27][CH2:28][C@H:23]1[NH:22][C:10]1[N:11]=[C:12]([C:16]2[CH:17]=[N:18][N:19]([CH3:21])[CH:20]=2)[C:13]2[C:14](=[O:15])[NH:6][CH2:7][C:8]=2[N:9]=1. The reactants are COC1=C(CN2CC=3N=C(N=C(C3C2=O)C=2C=NN(C2)C)N[C@H]2[C@H](CCCC2)NC(OC(C)(C)C)=O)C=CC(=C1)OC (tert-Butyl (1S,2R)-2-(6-(2,4-dimethoxybenzyl)-4-(1-methyl-1H-pyrazol-4-yl)-5-oxo-6,7-dihydro-5H-pyrrolo[3,4-d]pyrimidin-2-ylamino)cyclohexylcarbamate), C(=O)(C(F)(F)F)O (TFA). Isolated yield 59.0%. Run at temperature 70 celsius. The reactants are CC(C(=O)OC)(C)OC1=C(C(=CC=C1)[N+](=O)[O-])C (methyl 2-methyl-2-(2-methyl-3-nitrophenoxy)propanoate), Cl (hydrochloric acid). The reagents and catalysts are [Pd] (palladium on carbon). Solvent: C(C)O (ethanol). Run at time 3 hour. Yields the product Cl.NC=1C(=C(OC(C(=O)OC)(C)C)C=CC1)C (Methyl 2-(3-amino-2-methylphenoxy)-2-methylpropanoate hydrochloride). As a reaction SMILES: [CH3:1][C:2]([O:8][C:9]1[CH:14]=[CH:13][CH:12]=[C:11]([N+:15]([O-])=O)[C:10]=1[CH3:18])([CH3:7])[C:3]([O:5][CH3:6])=[O:4].[ClH:19]>C(O)C.[Pd]>[ClH:19].[NH2:15][C:11]1[C:10]([CH3:18])=[C:9]([CH:14]=[CH:13][CH:12]=1)[O:8][C:2]([CH3:7])([CH3:1])[C:3]([O:5][CH3:6])=[O:4] |f:4.5|. Procedure: 1.33 g (5.25 mmol) of methyl 2-methyl-2-(2-methyl-3-nitrophenoxy)propanoate were dissolved in 60 ml of ethanol, and 1 ml of concentrated hydrochloric acid and 0.30 g of palladium on carbon (10%) were added. Under an atmosphere of hydrogen, the mixture was hydrogenated at atmospheric pressure and room temperature for 3 h. The reaction mixture was then filtered through Tonsil. The filter residue was washed with ethanol and the collected filtrates were concentrated under reduced pressure. This gave...